From a dataset of the Open Reaction Database (ORD), a public repository of structured organic reaction records. describe an organic reaction: reactants, conditions, products, and yield Starting materials: white solid, C(C)(C)(C)NCC1=C(C2=CC=CC=C2C=C1)C1=CC=CC(=N1)C=O (6-{2-[(tert-butylamino)methyl]-1-naphthyl}pyridine-2-carbaldehyde), C(C)(C)(C)N (tert-butylamine), [BH3-]C#N.[Na+] (NaBH3CN). Run in C(C)O (ethanol). Run at time 8 hour. The product is C(C)(C)(C)NCC1=C(C2=CC=CC=C2C=C1)C1=CC=CC(=N1)CNC(C)(C)C (N-[(6-{2-[(tert-Butylamino)methyl]-1-naphthyl}pyridin-2-yl)methyl]-2-methylpropan-2-amine). As a reaction SMILES: [C:1]([NH:5][CH2:6][C:7]1[CH:16]=[CH:15][C:14]2[C:9](=[CH:10][CH:11]=[CH:12][CH:13]=2)[C:8]=1[C:17]1[N:22]=[C:21]([CH:23]=O)[CH:20]=[CH:19][CH:18]=1)([CH3:4])([CH3:3])[CH3:2].[C:25]([NH2:29])([CH3:28])([CH3:27])[CH3:26].[BH3-]C#N.[Na+]>C(O)C>[C:1]([NH:5][CH2:6][C:7]1[CH:16]=[CH:15][C:14]2[C:9](=[CH:10][CH:11]=[CH:12][CH:13]=2)[C:8]=1[C:17]1[N:22]=[C:21]([CH2:23][NH:29][C:25]([CH3:28])([CH3:27])[CH3:26])[CH:20]=[CH:19][CH:18]=1)([CH3:4])([CH3:3])[CH3:2] |f:2.3|. Reported procedure: A mixture of 2.68 g (8.43 mmol) of 6-{2-[(tert-butylamino)methyl]-1-naphthyl}pyridine-2-carbaldehyde, 3.07 g (42.1 mmol) of tert-butylamine and 800 mg (12.7 mmol) of NaBH3CN and 100 ml of dry ethanol was stirred overnight at room temperature. The resulting mixture was evaporated to dryness, and the product was isolated by flash chromatography on silica gel 60 (40-63 um; ethyl acetate-triethylamine=20:1, vol.). Yield 1.61 g (51%) of white solid. Anal. calc. for C25H33N3: C, 79.95; H, 8.86; N, 11.... The reactants are ClC1=NC(=NC(=N1)C1=CC=CC=C1)NC1=CC(=C(C=C1)C1=CN=CO1)OC (4-Chloro-N-[3-methoxy-4-(5-oxazolyl)phenyl]-6-phenyl-1,3,5-triazin-2-amine), C1CCOC1 (THF), CN (methylamine). Run at temperature 80 celsius. Yields the product COC=1C=C(C=CC1C1=CN=CO1)NC1=NC(=NC(=N1)NC)C1=CC=CC=C1 (N-[3-Methoxy-4-(5-oxazolyl)phenyl]-N′-methyl-6-phenyl-1,3,5-triazine-2,4-diamine). Isolated yield 83.0%. RXN SMILES: Cl[C:2]1[N:7]=[C:6]([C:8]2[CH:13]=[CH:12][CH:11]=[CH:10][CH:9]=2)[N:5]=[C:4]([NH:14][C:15]2[CH:20]=[CH:19][C:18]([C:21]3[O:25][CH:24]=[N:23][CH:22]=3)=[C:17]([O:26][CH3:27])[CH:16]=2)[N:3]=1.C1COCC1.[CH3:33][NH2:34]>>[CH3:27][O:26][C:17]1[CH:16]=[C:15]([NH:14][C:4]2[N:3]=[C:2]([NH:34][CH3:33])[N:7]=[C:6]([C:8]3[CH:13]=[CH:12][CH:11]=[CH:10][CH:9]=3)[N:5]=2)[CH:20]=[CH:19][C:18]=1[C:21]1[O:25][CH:24]=[N:23][CH:22]=1. Procedure details: 4-Chloro-N-[3-methoxy-4-(5-oxazolyl)phenyl]-6-phenyl-1,3,5-triazin-2-amine, 103, (27 mg, 0.07 mmol) was suspended in 2M methylamine in THF (1 mL, 2 mmol) was added and the reaction mixture heated in a sealed tube at 80° C. overnight. The product was filtered and purified by flash column chromatography (2% methanol in methylene chloride) to yield 22 mg (83%) of the title compound LCMS (Ret Time=3.15 min, HPLC condition B) M+H+=375.23 (100%). Starting materials: Cl (hydrochloric acid), C(C)(C)(C)OC(=O)NC1=C(C=C(C=C1)C(C(=O)OCC)CCCC)C(C(=O)N1CC2=CC=CC=C2C1)=O (ethyl 2-[4-(tert-butoxycarbonylamino)-3-(2-isoindolin-2-yl-2-oxoacetyl)phenyl]hexanoate), [F-].[Cs+] (caesium fluoride), C[Si](C)(C)N=C=N[Si](C)(C)C (bis(trimethylsilyl)carbodiimide), C([O-])(O)=O (bicarbonate). The solvent is C(C)#N (acetonitrile). Run at time 15 minute. The product is NC1=NC2=CC=C(C=C2C(=N1)C(=O)N1CC2=CC=CC=C2C1)C(C(=O)OCC)CCCC (Ethyl 2-[2-amino-4-(isoindoline-2-carbonyl)quinazolin-6-yl]hexanoate). As a reaction SMILES: C(OC([NH:8][C:9]1[CH:14]=[CH:13][C:12]([CH:15]([CH2:21][CH2:22][CH2:23][CH3:24])[C:16]([O:18][CH2:19][CH3:20])=[O:17])=[CH:11][C:10]=1[C:25](=O)[C:26]([N:28]1[CH2:36][C:35]2[C:30](=[CH:31][CH:32]=[CH:33][CH:34]=2)[CH2:29]1)=[O:27])=O)(C)(C)C.[F-].[Cs+].C[Si]([N:44]=[C:45]=[N:46][Si](C)(C)C)(C)C.Cl.C(=O)(O)[O-]>C(#N)C>[NH2:44][C:45]1[N:46]=[C:25]([C:26]([N:28]2[CH2:29][C:30]3[C:35](=[CH:34][CH:33]=[CH:32][CH:31]=3)[CH2:36]2)=[O:27])[C:10]2[C:9](=[CH:14][CH:13]=[C:12]([CH:15]([CH2:21][CH2:22][CH2:23][CH3:24])[C:16]([O:18][CH2:19][CH3:20])=[O:17])[CH:11]=2)[N:8]=1 |f:1.2|. Reported procedure: 3.8 g of ethyl 2-[4-(tert-butoxycarbonylamino)-3-(2-isoindolin-2-yl-2-oxoacetyl)phenyl]hexanoate are dissolved in 100 ml of acetonitrile under argon. 1.12 g of caesium fluoride and 2.01 ml of bis(trimethylsilyl)carbodiimide are added to the solution. The mixture is stirred at room temperature for 15 min, and 6 ml of hydrochloric acid (1N) are then added, and the mixture is neutralised using bicarbonate. The aqueous phase is washed three times with 100 ml of ethyl acetate each time. The combined ... Yields the product N1CC(CCC1)CC(=O)OCC (ethyl 3-piperidinylacetate). The solvent is C(C)O (ethanol). Isolated yield 70.6%. Procedure: Commercially available ethyl-3-pyridylacetate (4.04 g; 24.5 mmol) was dissolved in absolute ethanol (100 ml). L(+) tartaric acid (3.67 g; 24.5 mmol) and platinum oxide (546.1 mg; 2.4 mmol) were added, and the partial suspension was placed under hydrogen gas at 50 psi with shaking for 24 hours. The hydrogen was removed, and the mixture was then filtered through celite to remove the catalyst. The filtrate was evaporated at ambient temperature under reduced pressure to a small volume. This residue ... Reaction conditions: time 24 hour. Starting materials: C(C)OC(CC=1C=NC=CC1)=O (ethyl-3-pyridylacetate), C([C@H](O)[C@@H](O)C(=O)O)(=O)O (L(+) tartaric acid). Reaction SMILES: [CH2:1]([O:3][C:4](=[O:12])[CH2:5][C:6]1[CH:7]=[N:8][CH:9]=[CH:10][CH:11]=1)[CH3:2].C(O)(=O)[C@@H]([C@H](C(O)=O)O)O>C(O)C.[Pt]=O>[NH:8]1[CH2:9][CH2:10][CH2:11][CH:6]([CH2:5][C:4]([O:3][CH2:1][CH3:2])=[O:12])[CH2:7]1. Reagents/catalysts: [Pt]=O (platinum oxide). Starting materials: OC1=CC=C(C=C1)SC1=C(C=C(C=C1)NC(=O)C=1SC=CC1)[N+](=O)[O-] (Thiophene-2-carboxylic acid [4-(4-hydroxy-phenylsulfanyl)-3-nitro-phenyl]-amide), [NH4+].[Cl-] (NH4Cl). Reagents/catalysts: [Fe] (Fe). The product is NC=1C=C(C=CC1SC1=CC=C(C=C1)O)NC(=O)C=1SC=CC1 (Thiophene-2-carboxylic acid [3-amino-4-(4-hydroxy-phenylsulfanyl)-phenyl]-amide). Yield: 52.0%. As a reaction SMILES: [OH:1][C:2]1[CH:7]=[CH:6][C:5]([S:8][C:9]2[CH:14]=[CH:13][C:12]([NH:15][C:16]([C:18]3[S:19][CH:20]=[CH:21][CH:22]=3)=[O:17])=[CH:11][C:10]=2[N+:23]([O-])=O)=[CH:4][CH:3]=1.[NH4+].[Cl-]>[Fe]>[NH2:23][C:10]1[CH:11]=[C:12]([NH:15][C:16]([C:18]2[S:19][CH:20]=[CH:21][CH:22]=2)=[O:17])[CH:13]=[CH:14][C:9]=1[S:8][C:5]1[CH:4]=[CH:3][C:2]([OH:1])=[CH:7][CH:6]=1 |f:1.2|. Procedure: The product from Example 240b was reduced with Fe and NH4Cl following the procedure from Example 9E to provide the title compound (800 mg, 52%).